Dataset: the Open Reaction Database (ORD), a public repository of structured organic reaction records. Task: describe an organic reaction: reactants, conditions, products, and yield The product is C=1SC=C2C3=C(SC4=C(C12)C=CC=C4)C=CC=C3 (2,8-Dithia-dibenzo[e,h]azulene). RXN SMILES: C(OC([C:6]1[S:7][C:8](C(O)=O)=[C:9]2[C:15]=1[C:14]1[CH:16]=[CH:17][CH:18]=[CH:19][C:13]=1[S:12][C:11]1[CH:20]=[CH:21][CH:22]=[CH:23][C:10]2=1)=O)C.C(OC(C1SC=C2C=1C1C=CC=CC=1SC1C=CC=CC2=1)=O)C>>[CH:8]1[S:7][CH:6]=[C:15]2[C:9]=1[C:10]1[CH:23]=[CH:22][CH:21]=[CH:20][C:11]=1[S:12][C:13]1[CH:19]=[CH:18][CH:17]=[CH:16][C:14]2=1. Procedure details: According to the process of Example 4, starting from dicarboxylate 4 there were prepared compounds 8 and 11. The mixture of the compounds was separated by chromatography on a column to give both products in crystal form. Starting materials: C(C)OC(=O)C=1SC(=C2C3=C(SC4=C(C12)C=CC=C4)C=CC=C3)C(=O)O (2,8-Dithia-dibenzo[e,h]azulene-1,3-dicarboxylic acid monoethyl ester), C(C)OC(=O)C=1SC=C2C3=C(SC4=C(C12)C=CC=C4)C=CC=C3 (2,8-Dithia-dibenzo[e,h]azulene-1-carboxylic acid ethyl ester). The reactants are FC=1C=C2C(=NC(=NC2=CC1)C1=CC=C(C=C1)F)C(=O)O (6-fluoro-2-(4-fluorophenyl)quinazoline-4-carboxylic acid), Cl.COC1=C2CCNCC2=CC=C1 (5-methoxy-1,2,3,4-tetrahydroisoquinoline hydrochloride). Product: FC=1C=C2C(=NC(=NC2=CC1)C1=CC=C(C=C1)F)C(=O)N1CC2=CC=CC(=C2CC1)OC (2-[[6-fluoro-2-(4-fluorophenyl)quinazolin-4-yl]carbonyl]-5-methoxy-1,2,3,4-tetrahydroisoquinoline). The yield is 13.4%. RXN SMILES: [F:1][C:2]1[CH:3]=[C:4]2[C:9](=[CH:10][CH:11]=1)[N:8]=[C:7]([C:12]1[CH:17]=[CH:16][C:15]([F:18])=[CH:14][CH:13]=1)[N:6]=[C:5]2[C:19](O)=[O:20].Cl.[CH3:23][O:24][C:25]1[CH:34]=[CH:33][CH:32]=[C:31]2[C:26]=1[CH2:27][CH2:28][NH:29][CH2:30]2>>[F:1][C:2]1[CH:3]=[C:4]2[C:9](=[CH:10][CH:11]=1)[N:8]=[C:7]([C:12]1[CH:13]=[CH:14][C:15]([F:18])=[CH:16][CH:17]=1)[N:6]=[C:5]2[C:19]([N:29]1[CH2:28][CH2:27][C:26]2[C:31](=[CH:32][CH:33]=[CH:34][C:25]=2[O:24][CH3:23])[CH2:30]1)=[O:20] |f:1.2|. Procedure: Reaction of 6-fluoro-2-(4-fluorophenyl)quinazoline-4-carboxylic acid with 5-methoxy-1,2,3,4-tetrahydroisoquinoline hydrochloride gave compound 98 (13.4% yield). 1H NMR (400 MHz, CDCl3) δ 2.83 and 3.05 (2t, 2H), 3.61 and 4.20 (2t, 2H), 3.85 and 3.89 (2s, 3H), 4.57 and 5.12 (2s, 2H), 6.44-6.93 (m, 2H), 7.10-7.27 (m, 2H), 7.50-7.53 (m, 1H), 7.69-7.76 (m, 2H), 8.18-8.21 (m, 1H), 8.33-8.36 (m, 1H), 8.40-8.45 (m, 1H); MS (ESI) m/z 432 ([M+H]+). Yields the product [Na+].CC1=C(C=CC(=C1)C)NC(CN(CC=1OC=CC1)CC1=CC=C(OC(C(=O)[O-])(C)C)C=C1)=O (2-[4-[[[2-[(2,4-Dimethylphenyl)amino]-2-oxoethyl](2-furanylmethyl)amino]methyl]phenoxy]-2-methyl-propionic acid sodium salt). Reactants: CC1=C(C=CC(=C1)C)NC(CN(CC=1OC=CC1)CC1=CC=C(OC(C(=O)O)(C)C)C=C1)=O (2-[4-[[[2-[(2,4-Dimethylphenyl)amino]-2-oxoethyl](2-furanylmethyl)amino]methyl]phenoxy]-2-methyl-propionic acid), [OH-].[Na+] (sodium hydroxide). Reported procedure: 0.015 g (0.03 mmol) of the compound from Example 3-4 is dissolved in 0.5 ml of ethanol and treated with 0.3 ml of 1N aqueous sodium hydroxide solution. The reaction mixture is stirred for another 5 min and then concentrated using a rotary evaporator. The residue is taken up in a little toluene and the solvent is removed under reduced pressure. The product is then dried under reduced pressure for 20 hours. This gives 0.015 g (95.5% of theory) of the title compound. RXN SMILES: [CH3:1][C:2]1[CH:7]=[C:6]([CH3:8])[CH:5]=[CH:4][C:3]=1[NH:9][C:10](=[O:33])[CH2:11][N:12]([CH2:19][C:20]1[CH:32]=[CH:31][C:23]([O:24][C:25]([CH3:30])([CH3:29])[C:26]([OH:28])=[O:27])=[CH:22][CH:21]=1)[CH2:13][C:14]1[O:15][CH:16]=[CH:17][CH:18]=1.[OH-].[Na+:35]>C(O)C>[Na+:35].[CH3:1][C:2]1[CH:7]=[C:6]([CH3:8])[CH:5]=[CH:4][C:3]=1[NH:9][C:10](=[O:33])[CH2:11][N:12]([CH2:19][C:20]1[CH:21]=[CH:22][C:23]([O:24][C:25]([CH3:30])([CH3:29])[C:26]([O-:28])=[O:27])=[CH:31][CH:32]=1)[CH2:13][C:14]1[O:15][CH:16]=[CH:17][CH:18]=1 |f:1.2,4.5|. Reaction conditions: time 5 minute. The solvent is C(C)O (ethanol). The reactants are O=C([O-])[O-], CS(=O)(=O)OCCCN1CC(O)C2(CC2)C1, [Cs+], [Cs+], COc1cc2c(Oc3ccc(NC(=O)c4c(C)n(C)n(-c5ccccc5)c4=O)cc3F)ccnc2cc1O. Yields the product COc1cc2c(Oc3ccc(NC(=O)c4c(C)n(C)n(-c5ccccc5)c4=O)cc3F)ccnc2cc1OCCCN1CC(O)C2(CC2)C1. As a reaction SMILES: [C:55](=[O:56])([O-:57])[O-:58].[CH3:39][S:40]([O:41][CH2:44][CH2:45][CH2:46][N:47]1[CH2:48][C:49]2([CH2:50][CH2:51]2)[CH:52]([OH:54])[CH2:53]1)(=[O:42])=[O:43].[Cs+:59].[Cs+:60].[F:1][c:2]1[cH:3][c:4]([NH:22][C:23](=[O:24])[c:25]2[c:26](=[O:38])[n:27](-[c:32]3[cH:33][cH:34][cH:35][cH:36][cH:37]3)[n:28]([CH3:31])[c:29]2[CH3:30])[cH:5][cH:6][c:7]1[O:8][c:9]1[cH:10][cH:11][n:12][c:13]2[cH:14][c:15]([OH:21])[c:16]([O:19][CH3:20])[cH:17][c:18]12>>[F:1][c:2]1[cH:3][c:4]([NH:22][C:23](=[O:24])[c:25]2[c:26](=[O:38])[n:27](-[c:32]3[cH:33][cH:34][cH:35][cH:36][cH:37]3)[n:28]([CH3:31])[c:29]2[CH3:30])[cH:5][cH:6][c:7]1[O:8][c:9]1[cH:10][cH:11][n:12][c:13]2[cH:14][c:15]([O:21][CH2:44][CH2:45][CH2:46][N:47]3[CH2:48][C:49]4([CH2:50][CH2:51]4)[CH:52]([OH:54])[CH2:53]3)[c:16]([O:19][CH3:20])[cH:17][c:18]12. Reactants: O (water), [H-].[Na+] (Sodium hydride), C(C)(=O)NC=1C2=C(OC1C)C(=CC=C2)[N+](=O)[O-] (3-acetylamino-2-methyl-7-nitrobenzo[b]furan), ICC (iodoethane). Run in CN(C=O)C (N,N-dimethylformamide). Reaction conditions: time 30 minute. Yields the product C(C)(=O)N(CC)C=1C2=C(OC1C)C(=CC=C2)[N+](=O)[O-] (3-(N-acetyl-N-ethylamino)-2-methyl-7-nitrobenzo[b]furan). Isolated yield 98.9%. RXN SMILES: [H-].[Na+].[C:3]([NH:6][C:7]1[C:8]2[CH:16]=[CH:15][CH:14]=[C:13]([N+:17]([O-:19])=[O:18])[C:9]=2[O:10][C:11]=1[CH3:12])(=[O:5])[CH3:4].I[CH2:21][CH3:22].O>CN(C)C=O>[C:3]([N:6]([C:7]1[C:8]2[CH:16]=[CH:15][CH:14]=[C:13]([N+:17]([O-:19])=[O:18])[C:9]=2[O:10][C:11]=1[CH3:12])[CH2:21][CH3:22])(=[O:5])[CH3:4] |f:0.1|. Procedure: Sodium hydride (60%, 54 mg) was added to a solution of 3-acetylamino-2-methyl-7-nitrobenzo[b]furan (280 mg) in N,N-dimethylformamide (3 ml) at 4° C. The mixture was stirred for 30 minutes and to the mixture was added iodoethane (240 mg). The mixture was stirred at ambient temperature for 2 hours. The reaction mixture was poured into cold water and the separated oil was extracted with ethyl acetate. The extract was washed with brine, dried over sodium sulfate and concentrated in vacuo. The residu... The reactants are E2, FC=1C=C(C=CC1F)CO ((3,4-difluorophenyl)methanol), ClC1=NC(N2C(N(CCC2)C)=C1)=O (8-chloro-1-methyl-3,4-dihydro-1H-pyrimido[1,6-a]pyrimidin-6(2H)-one), BrCC1=CC(=CC=C1)OC (1-(bromomethyl)-3-methoxybenzene). Yields the product FC=1C=C(COC2=NC(N3C(N(CCC3)CC3=CC(=CC=C3)OC)=C2)=O)C=CC1F (8-((3,4-difluorobenzyl)oxy)-1-(3-methoxybenzyl)-3,4-dihydro-1H-pyrimido[1,6-a]pyrimidin-6(2H)-one). Reaction SMILES: Cl[C:2]1[CH:12]=[C:6]2[N:7]([CH3:11])[CH2:8][CH2:9][CH2:10][N:5]2[C:4](=[O:13])[N:3]=1.BrC[C:16]1[CH:21]=[CH:20][CH:19]=[C:18]([O:22][CH3:23])[CH:17]=1.[F:24][C:25]1[CH:26]=[C:27]([CH2:32][OH:33])[CH:28]=[CH:29][C:30]=1[F:31]>>[F:24][C:25]1[CH:26]=[C:27]([CH:28]=[CH:29][C:30]=1[F:31])[CH2:32][O:33][C:2]1[CH:12]=[C:6]2[N:7]([CH2:11][C:20]3[CH:21]=[CH:16][CH:17]=[C:18]([O:22][CH3:23])[CH:19]=3)[CH2:8][CH2:9][CH2:10][N:5]2[C:4](=[O:13])[N:3]=1. Procedure: The title compound was prepared by a procedure similar to that described for E2 starting from 8-chloro-1-methyl-3,4-dihydro-1H-pyrimido[1,6-a]pyrimidin-6(2H)-one, 1-(bromomethyl)-3-methoxybenzene and (3,4-difluorophenyl)methanol. The reactants are ( 50 ), C(CCC)[Li] (n-butyl lithium), Cl[Si](O[Si](Cl)(C)C)(C)C (1,3-dichlorotetramethyl disiloxane), O1CCCC1 (THF), ( 10 ), BrC1=COC=C1 (3-Bromofuran), O1CCCC1 (tetrahydrofuran). Reaction conditions: temperature -78 celsius, time 1 hour. Product: O1C=C(C=C1)[Si](O[Si](C1=COC=C1)(C)C)(C)C (1,3-Bis(3-furyl)-tetramethyl disiloxane). Reaction SMILES: C([Li])CCC.Br[C:7]1[CH:11]=[CH:10][O:9][CH:8]=1.Cl[Si:13]([CH3:20])([CH3:19])[O:14][Si:15]([CH3:18])([CH3:17])Cl.[O:21]1[CH2:25][CH2:24][CH2:23][CH2:22]1>>[O:9]1[CH:10]=[CH:11][C:7]([Si:13]([CH3:20])([CH3:19])[O:14][Si:15]([CH3:18])([CH3:17])[C:23]2[CH:24]=[CH:25][O:21][CH:22]=2)=[CH:8]1. Procedure: Fifty (50) ml of n-butyl lithium (1.55 in hexane) were transferred via a syringe to a one-necked, round-bottomed flask, under nitrogen, equipped with a magnetic stirrer. Ten (10) grams of 3-Bromofuran in 10 ml of dry tetrahydrofuran (THF) were then added dropwise under nitrogen. Once this addition was complete, the resulting solution was stirred at -78 degrees C. for 1 hour. A pale yellow precipitate formed, and 6.5 g of 1,3-dichlorotetramethyl disiloxane in 10 ml dry THF were then added dropwis... Starting materials: CCCC(CCC)NCCc1ccc(F)cc1Br, O=C([O-])[O-], COC(=O)Cl, [K+], [K+], C1CCOC1. The product is CCCC(CCC)N(CCc1ccc(F)cc1Br)C(=O)OC. RXN SMILES: [Br:1][c:2]1[c:3]([CH2:9][CH2:10][NH:11][CH:12]([CH2:13][CH2:14][CH3:15])[CH2:16][CH2:17][CH3:18])[cH:4][cH:5][c:6]([F:8])[cH:7]1.[C:19](=[O:20])([O-:21])[O-:22].[Cl:25][C:26](=[O:27])[O:28][CH3:29].[K+:23].[K+:24].[O:30]1[CH2:31][CH2:32][CH2:33][CH2:34]1>>[Br:1][c:2]1[c:3]([CH2:9][CH2:10][N:11]([CH:12]([CH2:13][CH2:14][CH3:15])[CH2:16][CH2:17][CH3:18])[C:26](=[O:27])[O:28][CH3:29])[cH:4][cH:5][c:6]([F:8])[cH:7]1. Starting materials: C1(=CC=CC=C1)P(C1=CC=CC=C1)C1=CC=CC=C1 (triphenylphosphine), N(=NC(=O)OCC)C(=O)OCC (diethyl azodicarboxylate), C(C)(C)(C)OC(=O)N1[C@@H](CC1)CO (1-t-Butyloxycarbonyl-2-(S)-azetidinemethanol), ClC=1C=C(C=NC1Cl)O (5,6-dichloro-3-pyridinol). Solvent: C1CCOC1 (THF). Run at time 8 hour. Product: ClC=1C=C(C=NC1Cl)OC[C@H]1N(CC1)C(=O)OC(C)(C)C (5,6-dichloro-3-(1-t-butyloxycarbonyl-2-(S)-azetidinylmethoxy)pyridine). Isolated yield 39.1%. RXN SMILES: C1(P(C2C=CC=CC=2)C2C=CC=CC=2)C=CC=CC=1.N(C(OCC)=O)=NC(OCC)=O.[C:32]([O:36][C:37]([N:39]1[CH2:42][CH2:41][C@H:40]1[CH2:43][OH:44])=[O:38])([CH3:35])([CH3:34])[CH3:33].[Cl:45][C:46]1[CH:47]=[C:48](O)[CH:49]=[N:50][C:51]=1[Cl:52]>C1COCC1>[Cl:45][C:46]1[CH:47]=[C:48]([O:44][CH2:43][C@@H:40]2[CH2:41][CH2:42][N:39]2[C:37]([O:36][C:32]([CH3:35])([CH3:34])[CH3:33])=[O:38])[CH:49]=[N:50][C:51]=1[Cl:52]. Procedure details: A solution of triphenylphosphine (2.6 g, 9.94 mmol) and diethyl azodicarboxylate (1.6 mL, 9.94 mmol) in THF (16 mL) was stirred at 0° C. for 15 minutes. 1-t-Butyloxycarbonyl-2-(S)-azetidinemethanol (1.55 g, 8.28 mmol, from step 7c above) and 5,6-dichloro-3-pyridinol (1.5 g, 9.1 mmol) were then added. The reaction mixture was allowed to warm slowly to room temperature and stir overnight. The solvent was removed, and the residue was redissolved in methylene chloride. The solution was washed with s...